The task is: describe an organic reaction: reactants, conditions, products, and yield. This data is from the Open Reaction Database (ORD), a public repository of structured organic reaction records. The reactants are BrC=1SC=CC1Br (2,3-dibromothiophene), [Li]CCCC (n-BuLi), COCCOS(=O)(=O)C1=CC=C(C=C1)C (p-toluenesulfonic acid-2-methoxyethylester). The solvent is C1CCOC1 (THF). Conditions: temperature -75 celsius, time 30 minute. Yields the product BrC1=C(SC=C1)CCOC (3-bromo-2-(2-methoxy-ethyl)-thiophene). The yield is 16.3%. RXN SMILES: Br[C:2]1[S:3][CH:4]=[CH:5][C:6]=1[Br:7].[Li]CCCC.[CH3:13][O:14][CH2:15][CH2:16]OS(C1C=CC(C)=CC=1)(=O)=O>C1COCC1>[Br:7][C:6]1[CH:5]=[CH:4][S:3][C:2]=1[CH2:16][CH2:15][O:14][CH3:13]. Reported procedure: To a solution of 2,3-dibromothiophene (12.6 g, 50 mmol) in THF abs. (125 mL) was added at −75° C. n-BuLi (1.6M/hexane, 31 mL) over 30 minutes. The reaction mixture was further stirred at −75° C. for 30 minutes, and p-toluenesulfonic acid-2-methoxyethylester (11.8 g, 50 mmol) was added dropwise over 1 h. The mixture stirred for 2 h without cooling, quenched with brine, and extracted with ether. The organics were washed, dried, and concentrated. The residue was chromatographed on silica gel using ...